From a dataset of the Open Reaction Database (ORD), a public repository of structured organic reaction records. describe an organic reaction: reactants, conditions, products, and yield The product is COC(CC1=CC(=CC(=C1)O)OC1=C(C=C(C=C1)S(=O)(=O)CC)Cl)=O (methyl{3-[2-chloro-4-(ethylsulfonyl)phenoxy]-5-hydroxyphenyl}acetate). Reactants: Cl (HCl), C(C)(=O)OC1=C(C(=CC(=C1)O)O)C (Methyl-3,5-dihydroxyphenyl acetate), C([O-])([O-])=O.[Cs+].[Cs+] (cesium carbonate), C(C)S(=O)(=O)C1=CC(=C(C=C1)F)Cl (3-chloro-4-fluorophenyl ethyl sulfone), CN1CCCC1=O (NMP). Procedure: Methyl-3,5-dihydroxyphenyl acetate (0.20 g), cesium carbonate (1.08 g) and the product from example 3 step (i) in dry NMP were heated at 50° C. for 4 h. 2M HCl was added and extracted with ethyl acetate. The organics were dried (MgSO4) and evaporated under reduced pressure to a brown oil, which was purified by flash column chromatography (eluent 1:1 ethyl acetate/isohexane) to give a mixture of the mono- and bis-coupled products used in the next step without further purification. As a reaction SMILES: [C:1]([O:4][C:5]1[CH:10]=[C:9](O)[CH:8]=[C:7]([OH:12])[C:6]=1C)(=O)[CH3:2].[C:14](=O)([O-])[O-:15].[Cs+].[Cs+].[CH2:20]([S:22]([C:25]1[CH:30]=CC(F)=[C:27]([Cl:32])[CH:26]=1)(=[O:24])=[O:23])[CH3:21].Cl.CN1[C:39](=[O:40])[CH2:38]CC1>>[CH3:14][O:15][C:39](=[O:40])[CH2:38][C:9]1[CH:8]=[C:7]([OH:12])[CH:6]=[C:5]([O:4][C:1]2[CH:2]=[CH:30][C:25]([S:22]([CH2:20][CH3:21])(=[O:23])=[O:24])=[CH:26][C:27]=2[Cl:32])[CH:10]=1 |f:1.2.3|. Starting materials: ClC1=NC(=NC(=C1C)NCC1=C(N=C(S1)C)C)OCCO (2-[(4-chloro-6-{[(2,4-dimethyl-1,3-thiazol-5-yl)methyl]amino}-5-methylpyrimidin-2-yl)oxy]ethanol), BrC1=NC2=NC=CC=C2C=C1 (2-bromo-1,8-naphthyridine), solution, C[Si](C)(C)[N-][Si](C)(C)C.[Na+] (NaHMDS). Solvent: C1CCOC1 (THF), C1CCOC1 (THF). Conditions: time 8 hour. Yields the product ClC1=C(C(=NC(=N1)OCCOC1=NC2=NC=CC=C2C=C1)NCC1=C(N=C(S1)C)C)C ({6-Chloro-5-methyl-2-[2-([1,8]naphthyridin-2-yloxy)-ethoxy]-pyrimidin-4-yl}-(2,4-dimethylthiazol-5-ylmethyl)-amine). Reaction SMILES: [Cl:1][C:2]1[C:7]([CH3:8])=[C:6]([NH:9][CH2:10][C:11]2[S:15][C:14]([CH3:16])=[N:13][C:12]=2[CH3:17])[N:5]=[C:4]([O:18][CH2:19][CH2:20][OH:21])[N:3]=1.Br[C:23]1[CH:32]=[CH:31][C:30]2[C:25](=[N:26][CH:27]=[CH:28][CH:29]=2)[N:24]=1.C[Si]([N-][Si](C)(C)C)(C)C.[Na+]>C1COCC1>[Cl:1][C:2]1[N:3]=[C:4]([O:18][CH2:19][CH2:20][O:21][C:23]2[CH:32]=[CH:31][C:30]3[C:25](=[N:26][CH:27]=[CH:28][CH:29]=3)[N:24]=2)[N:5]=[C:6]([NH:9][CH2:10][C:11]2[S:15][C:14]([CH3:16])=[N:13][C:12]=2[CH3:17])[C:7]=1[CH3:8] |f:2.3|. Procedure details: 2-[(4-chloro-6-{[(2,4-dimethyl-1,3-thiazol-5-yl)methyl]amino}-5-methylpyrimidin-2-yl)oxy]ethanol G1 (17 mg, 0.052 mmol) and 2-bromo-1,8-naphthyridine (11 mg, 0.053 mmol) were placed in a test tube and dissolved in THF (1 mL). A 2 M solution of NaHMDS in THF (39 μL, 0.078 mmol) was added at ambient temperature, and the reaction was stirred overnight. Solvent was then removed, and the product was purified by silica gel flash column chromatography (EtOAc/hexanes gradient). 10 mg (42%) of G2 were is...